describe an organic reaction: reactants, conditions, products, and yield From a dataset of the Open Reaction Database (ORD), a public repository of structured organic reaction records. Starting materials: C(C1=CC=CC=C1)OC(CCC1=CC=C(C=C1)O)=O (3-(4-hydroxy-phenyl)-propionic acid benzyl ester), ClN1C(N(C(N(C1=O)Cl)=O)Cl)=O (Trichloroisocyanuric acid). Solvent: CC#N (MeCN), O (water). Run at time 8 hour. The product is C(C1=CC=CC=C1)OC(CCC1=CC(=C(C=C1)O)Cl)=O (3-(3-Chloro-4-hydroxy-phenyl)-propionic acid benzyl ester). Reaction SMILES: [CH2:1]([O:8][C:9](=[O:19])[CH2:10][CH2:11][C:12]1[CH:17]=[CH:16][C:15]([OH:18])=[CH:14][CH:13]=1)[C:2]1[CH:7]=[CH:6][CH:5]=[CH:4][CH:3]=1.[Cl:20]N1C(=O)N(Cl)C(=O)N(Cl)C1=O>CC#N.O>[CH2:1]([O:8][C:9](=[O:19])[CH2:10][CH2:11][C:12]1[CH:13]=[CH:14][C:15]([OH:18])=[C:16]([Cl:20])[CH:17]=1)[C:2]1[CH:3]=[CH:4][CH:5]=[CH:6][CH:7]=1. Procedure details: A solution of 3-(4-hydroxy-phenyl)-propionic acid benzyl ester (13.36 g, 52.1 mmol) in MeCN (100 ml) was cooled to 0° C. Trichloroisocyanuric acid (4.00 g, 17.2 mmol) was added, and the resulting white suspension was gradually allowed to warm to RT and stirred overnight. The reaction mixture was diluted with water (200 ml) and the product was extracted into EtOAc (250 ml) and dried (MgSO4). Purification by chromatography on silica eluting with 0-20% EtOAc in iso-hexane afforded the title product... Starting materials: CC=1N=COC1C1=CC[C@@H](CC1)C(=C)C ((R)-4-methyl-5-(4-(prop-1-en-2-yl)cyclohex-1-enyl)oxazole), [Li+].C[Si](C)(C)[N-][Si](C)(C)C (LiHMDS), ClC(C(Cl)(Cl)Cl)(Cl)Cl (hexachloroethane). Solvent: CCOCC (Et2O), C1CCOC1 (THF). Conditions: time 8 hour. Product: ClC=1OC(=C(N1)C)C1=CC[C@@H](CC1)C(=C)C ((R)-2-chloro-4-methyl-5-(4-(prop-1-en-2-yl)cyclohex-1-enyl)oxazole). Isolated yield 73.2%. RXN SMILES: [CH3:1][C:2]1[N:3]=[CH:4][O:5][C:6]=1[C:7]1[CH2:12][CH2:11][C@@H:10]([C:13]([CH3:15])=[CH2:14])[CH2:9][CH:8]=1.[Li+].C[Si]([N-][Si](C)(C)C)(C)C.[Cl:26]C(Cl)(Cl)C(Cl)(Cl)Cl>C1COCC1.CCOCC>[Cl:26][C:4]1[O:5][C:6]([C:7]2[CH2:12][CH2:11][C@@H:10]([C:13]([CH3:15])=[CH2:14])[CH2:9][CH:8]=2)=[C:2]([CH3:1])[N:3]=1 |f:1.2|. Procedure: To a solution of Example 32A (0.55 g, 2.7 mmol) in THF (20 mL) at −78° C. was added LiHMDS (1 M in THF, 3.25 mL, 3.25 mmol) dropwise over a period of 6-8 min. After 30 min hexachloroethane (1.28 g, 5.41 mmol) was added at once as a solid and the mixture was left to stir overnight warming to ambient temperature. The mixture was diluted with Et2O and washed with aqueous NH4Cl solution and water. The organic layer was separated and concentrated in vacuo, and the residue chromatographed on silica ge... Starting materials: N1=C2C(=NS1)C(=CC=C2)S(=O)(=O)NC2=C(C(=O)O)C=CC(=C2)Cl (2-(Benzo[1,2,5]thiadiazole-4-sulfonylamino)-4-chloro-benzoic acid), Cl.COC([C@@H](CC1=CC(=C(C=C1)Cl)Cl)N)=O ((R)-2-amino-3-(3,4-dichloro-phenyl)-propionic acid methyl ester hydrochloride), methyl ester. The product is N1=C2C(=NS1)C(=CC=C2)S(=O)(=O)NC2=C(C(=O)N[C@@H](C(=O)O)CC1=CC(=C(C=C1)Cl)Cl)C=CC(=C2)Cl ((R)-2-[2-(Benzo[1,2,5]thiadiazole-4-sulfonylamino)-4-chloro-benzoylamino]-3-(3,4-dichloro-phenyl)-propionic acid). As a reaction SMILES: [N:1]1[S:5][N:4]=[C:3]2[C:6]([S:10]([NH:13][C:14]3[CH:22]=[C:21]([Cl:23])[CH:20]=[CH:19][C:15]=3[C:16](O)=[O:17])(=[O:12])=[O:11])=[CH:7][CH:8]=[CH:9][C:2]=12.Cl.C[O:26][C:27](=[O:39])[C@H:28]([NH2:38])[CH2:29][C:30]1[CH:35]=[CH:34][C:33]([Cl:36])=[C:32]([Cl:37])[CH:31]=1>>[N:1]1[S:5][N:4]=[C:3]2[C:6]([S:10]([NH:13][C:14]3[CH:22]=[C:21]([Cl:23])[CH:20]=[CH:19][C:15]=3[C:16]([NH:38][C@H:28]([CH2:29][C:30]3[CH:35]=[CH:34][C:33]([Cl:36])=[C:32]([Cl:37])[CH:31]=3)[C:27]([OH:26])=[O:39])=[O:17])(=[O:12])=[O:11])=[CH:7][CH:8]=[CH:9][C:2]=12 |f:1.2|. Procedure details: 2-(Benzo[1,2,5]thiadiazole-4-sulfonylamino)-4-chloro-benzoic acid was-coupled to (R)-2-amino-3-(3,4-dichloro-phenyl)-propionic acid methyl ester hydrochloride as in EXAMPLE 1, Part C. The resulting methyl ester was hydrolyzed as in EXAMPLE 2, Part E, to afford the title compound. HPLC: RT=10.97 min. MS (ESI−): mass-calcd. for C22H15Cl3N4O5S2, 585.87; m/z found, 583/585 [M−H]−. 1H NMR (500 MHz, CDCl3): 11.36 (s, 1H), 8.36 (dd, J=7.0, 0.8, 1H), 8.21 (dd, J=8.8, 0.6, 1H), 7.74-7.70 (m, 2H), 7.34 (d...